This data is from the Open Reaction Database (ORD), a public repository of structured organic reaction records. The task is: describe an organic reaction: reactants, conditions, products, and yield Reactants: COc1ccc2c(c1CCN1CCC(n3ccc4ccc(C(=O)O)cc43)CC1)OC(C)(C)CC2=O, CN, CCOC(C)=O, CCO, O. The product is CNC(=O)c1ccc2ccn(C3CCN(CCc4c(OC)ccc5c4OC(C)(C)CC5=O)CC3)c2c1. RXN SMILES: [CH3:1][O:2][c:3]1[cH:4][cH:5][c:6]2[c:11]([c:12]1[CH2:13][CH2:14][N:15]1[CH2:16][CH2:17][CH:18]([n:21]3[cH:22][cH:23][c:24]4[cH:25][cH:26][c:27]([C:30](=[O:31])[OH:32])[cH:28][c:29]34)[CH2:19][CH2:20]1)[O:10][C:9]([CH3:33])([CH3:34])[CH2:8][C:7]2=[O:35].[CH3:36][NH2:37].[CH3:38][CH2:39][O:40][C:41](=[O:42])[CH3:43].[CH3:45][CH2:46][OH:47].[OH2:44]>>[CH3:1][O:2][c:3]1[cH:4][cH:5][c:6]2[c:11]([c:12]1[CH2:13][CH2:14][N:15]1[CH2:16][CH2:17][CH:18]([n:21]3[cH:22][cH:23][c:24]4[cH:25][cH:26][c:27]([C:30](=[O:32])[NH:37][CH3:36])[cH:28][c:29]34)[CH2:19][CH2:20]1)[O:10][C:9]([CH3:33])([CH3:34])[CH2:8][C:7]2=[O:35].